Dataset: the Open Reaction Database (ORD), a public repository of structured organic reaction records. Task: describe an organic reaction: reactants, conditions, products, and yield The reactants are COC1=CC=C(CN(C2=CC=CC(=N2)C2(CC2)NC(=O)C2(CC2)NC(=O)C2=CN=C3N2[C@@](C(N3C3=CC(=CC(=C3)Cl)Cl)=O)(CC3=CC=C(C=C3)OC(F)(F)F)C)CC3=CC=C(C=C3)OC)C=C1 ((R)-7-(3,5-dichloro-phenyl)-5-methyl-6-oxo-5-(4-trifluoromethoxy-benzyl)-6,7-dihydro-5H-imidazo[1,2-a]imidazole-3-carboxylic acid [1-(1-{6-[bis-(4-methoxy-benzyl)-amino]-pyridin-2-yl}-cyclopropylcarbamoyl)-cyclopropyl]-amide). The solvent is FC(C(=O)O)(F)F (trifluoroacetic acid). The product is NC1=CC=CC(=N1)C1(CC1)NC(=O)C1(CC1)NC(=O)C1=CN=C2N1[C@@](C(N2C2=CC(=CC(=C2)Cl)Cl)=O)(CC2=CC=C(C=C2)OC(F)(F)F)C ((R)-7-(3,5-Dichloro-phenyl)-5-methyl-6-oxo-5-(4-trifluoromethoxy-benzyl)-6,7-dihydro-5H-imidazo[1,2-a]imidazole-3-carboxylic acid {1-[1-(6-amino-pyridin-2-yl)-cyclopropylcarbamoyl]-cyclopropyl}-amide). Isolated yield 51.6%. Reaction SMILES: COC1C=CC(C[N:8](CC2C=CC(OC)=CC=2)[C:9]2[N:14]=[C:13]([C:15]3([NH:18][C:19]([C:21]4([NH:24][C:25]([C:27]5[N:31]6[C@:32]([CH3:56])([CH2:44][C:45]7[CH:50]=[CH:49][C:48]([O:51][C:52]([F:55])([F:54])[F:53])=[CH:47][CH:46]=7)[C:33](=[O:43])[N:34]([C:35]7[CH:40]=[C:39]([Cl:41])[CH:38]=[C:37]([Cl:42])[CH:36]=7)[C:30]6=[N:29][CH:28]=5)=[O:26])[CH2:23][CH2:22]4)=[O:20])[CH2:17][CH2:16]3)[CH:12]=[CH:11][CH:10]=2)=CC=1>FC(F)(F)C(O)=O>[NH2:8][C:9]1[N:14]=[C:13]([C:15]2([NH:18][C:19]([C:21]3([NH:24][C:25]([C:27]4[N:31]5[C@:32]([CH3:56])([CH2:44][C:45]6[CH:46]=[CH:47][C:48]([O:51][C:52]([F:53])([F:55])[F:54])=[CH:49][CH:50]=6)[C:33](=[O:43])[N:34]([C:35]6[CH:40]=[C:39]([Cl:41])[CH:38]=[C:37]([Cl:42])[CH:36]=6)[C:30]5=[N:29][CH:28]=4)=[O:26])[CH2:22][CH2:23]3)=[O:20])[CH2:17][CH2:16]2)[CH:12]=[CH:11][CH:10]=1. Reported procedure: A solution of (R)-7-(3,5-dichloro-phenyl)-5-methyl-6-oxo-5-(4-trifluoromethoxy-benzyl)-6,7-dihydro-5H-imidazo[1,2-a]imidazole-3-carboxylic acid [1-(1-{6-[bis-(4-methoxy-benzyl)-amino]-pyridin-2-yl}-cyclopropylcarbamoyl)-cyclopropyl]-amide (80 mg, 0.084 mmol) in trifluoroacetic acid (2 mL) was stirred at room temperature for 4 h. The solvent was removed under a stream of N2 and the residue was partitioned between EtOAc (4 mL) and saturated aqueous NaHCO3 (4 mL). The layers were separated and the ...